The task is: describe an organic reaction: reactants, conditions, products, and yield. This data is from the Open Reaction Database (ORD), a public repository of structured organic reaction records. Yields the product BrC1=CC=2C(C3=CC(=CC=C3OC2C=C1)OC)=C (2-Bromo-7-methoxy-9-methylene-9H-xanthene). Run in CCCCC (pentane), C([O-])(O)=O.[Na+] (sodium bicarbonate), C1CCOC1 (THF). The reactants are C[Si](C)(C)C[Li] (Trimethylsilyl methyllithium), solution, BrC1=CC=2C(C3=CC(=CC=C3OC2C=C1)OC)=O (2-bromo-7-methoxy-9H-xanthen-9-one), C(C)(=O)Cl (acetyl chloride), C(C)(=O)Cl (acetyl chloride). As a reaction SMILES: [Br:1][C:2]1[CH:15]=[CH:14][C:13]2[O:12][C:11]3[C:6](=[CH:7][C:8]([O:16][CH3:17])=[CH:9][CH:10]=3)[C:5](=O)[C:4]=2[CH:3]=1.[CH3:19][Si](C[Li])(C)C.C(Cl)(=O)C>C1COCC1.CCCCC.C(=O)(O)[O-].[Na+]>[Br:1][C:2]1[CH:15]=[CH:14][C:13]2[O:12][C:11]3[C:6](=[CH:7][C:8]([O:16][CH3:17])=[CH:9][CH:10]=3)[C:5](=[CH2:19])[C:4]=2[CH:3]=1 |f:5.6|. Procedure: A solution of 2-bromo-7-methoxy-9H-xanthen-9-one (2.035 g, 6.7 mmol) in THF (67 ml) contained in a 250-mL RBF was cooled in a dry ice/acetone bath for 10 min to give a milky-white mixture. Trimethylsilyl methyllithium (10 ml of a 1.0 M solution in pentane, 10 mmol) was added dropwise over 5 min to give a clear orange solution. The mixture was stirred for 15 min, then acetyl chloride (0.76 ml, 11 mmol) was added dropwise, resulting in the formation of a clear, bright-yellow solution. The mixture ... Conditions: time 15 minute. Reactants: [Cl-], ClCCl, FC(F)(F)SCl, N#Cc1nn(-c2c(Cl)cc(C(F)(F)F)cc2Cl)c(N)c1-c1cccs1, O. Yields the product N#Cc1nn(-c2c(Cl)cc(C(F)(F)F)cc2Cl)c(N)c1-c1ccc(SC(F)(F)F)s1. Reaction SMILES: [Cl-:26].[Cl:34][CH2:35][Cl:36].[F:27][C:28]([S:29][Cl:30])([F:31])[F:32].[NH2:1][c:2]1[c:3](-[c:21]2[s:22][cH:23][cH:24][cH:25]2)[c:4]([C:19]#[N:20])[n:5][n:6]1-[c:7]1[c:8]([Cl:18])[cH:9][c:10]([C:14]([F:15])([F:16])[F:17])[cH:11][c:12]1[Cl:13].[OH2:33]>>[NH2:1][c:2]1[c:3](-[c:21]2[s:22][c:23]([S:29][C:28]([F:27])([F:31])[F:32])[cH:24][cH:25]2)[c:4]([C:19]#[N:20])[n:5][n:6]1-[c:7]1[c:8]([Cl:18])[cH:9][c:10]([C:14]([F:15])([F:16])[F:17])[cH:11][c:12]1[Cl:13]. Starting materials: O=C([O-])[O-], CC#N, [Cl-], Clc1cccc(-c2cc(OCC3CO3)no2)c1, [K+], [K+], [Na+]. Yields the product OCC(O)COc1cc(-c2cccc(Cl)c2)on1. As a reaction SMILES: [C:1]([O-:2])(=[O:3])[O-:4].[CH3:26][C:27]#[N:28].[Cl-:25].[Cl:7][c:8]1[cH:9][c:10](-[c:14]2[cH:15][c:16]([O:19][CH2:20][CH:21]3[CH2:22][O:23]3)[n:17][o:18]2)[cH:11][cH:12][cH:13]1.[K+:5].[K+:6].[Na+:24]>>[OH:2][CH2:22][CH:21]([CH2:20][O:19][c:16]1[cH:15][c:14](-[c:10]2[cH:9][c:8]([Cl:7])[cH:13][cH:12][cH:11]2)[o:18][n:17]1)[OH:23]. RXN SMILES: [C:2](=[O:3])([O-:4])[O-:5].[CH3:34][CH2:35][O:36][C:37](=[O:38])[CH3:39].[CH3:40][N:41]([CH3:42])[CH:43]=[O:44].[F:8][c:9]1[c:10]([CH:16]([CH:17]([C:18](=[O:19])[O:20][CH3:21])[O:22][S:23]([c:24]2[cH:25][cH:26][c:27]([CH3:28])[cH:29][cH:30]2)(=[O:31])=[O:32])[OH:33])[cH:11][cH:12][c:13]([F:15])[cH:14]1.[K+:6].[K+:7].[OH2:1]>>[F:8][c:9]1[c:10]([CH:16]2[CH:17]([C:18](=[O:19])[O:20][CH3:21])[O:33]2)[cH:11][cH:12][c:13]([F:15])[cH:14]1. The reactants are O=C([O-])[O-], CCOC(C)=O, CN(C)C=O, COC(=O)C(OS(=O)(=O)c1ccc(C)cc1)C(O)c1ccc(F)cc1F, [K+], [K+], O. Product: COC(=O)C1OC1c1ccc(F)cc1F.